Dataset: the Open Reaction Database (ORD), a public repository of structured organic reaction records. Task: describe an organic reaction: reactants, conditions, products, and yield Starting materials: [Al+3], [H-], [H-], [H-], [H-], [Li+], O=C(c1ccc(-c2ccc(OCCCN3CCCCC3)cc2)cc1)N1CCCCC1, [Na+], C1CCOC1, [OH-], O. The product is c1cc(-c2ccc(OCCCN3CCCCC3)cc2)ccc1CN1CCCCC1. Reaction SMILES: [Al+3:32].[H-:31].[H-:34].[H-:35].[H-:36].[Li+:33].[N:1]1([C:7](=[O:8])[c:9]2[cH:10][cH:11][c:12](-[c:15]3[cH:16][cH:17][c:18]([O:21][CH2:22][CH2:23][CH2:24][N:25]4[CH2:26][CH2:27][CH2:28][CH2:29][CH2:30]4)[cH:19][cH:20]3)[cH:13][cH:14]2)[CH2:2][CH2:3][CH2:4][CH2:5][CH2:6]1.[Na+:39].[O:40]1[CH2:41][CH2:42][CH2:43][CH2:44]1.[OH-:38].[OH2:37]>>[N:1]1([CH2:7][c:9]2[cH:10][cH:11][c:12](-[c:15]3[cH:16][cH:17][c:18]([O:21][CH2:22][CH2:23][CH2:24][N:25]4[CH2:26][CH2:27][CH2:28][CH2:29][CH2:30]4)[cH:19][cH:20]3)[cH:13][cH:14]2)[CH2:2][CH2:3][CH2:4][CH2:5][CH2:6]1. Starting materials: CN[N+](=O)[O-] (methylnitramine), [N+](=O)([O-])N(CO)C (2-nitro-2-aza-1-propanol), [N+](=O)([O-])N(CO)C (2-nitro-2-aza-1-propanol), S(O)(O)(=O)=O (sulfuric acid), ice water. Product: [N+](=O)([O-])N(C)CN(C)[N+](=O)[O-] (2,4-dinitro-2,4-diazapentane). Reaction SMILES: [CH3:1][NH:2][N+:3]([O-:5])=[O:4].S(=O)(=O)(O)O.[N+:11]([N:14]([CH3:17])[CH2:15]O)([O-:13])=[O:12]>>[N+:3]([N:2]([CH2:15][N:14]([N+:11]([O-:13])=[O:12])[CH3:17])[CH3:1])([O-:5])=[O:4]. Reported procedure: The solution of 2-nitro-2-aza-1-propanol in methylene chloride produced in Example 2 was combined with an additional 56 grams of methylnitramine. This mixture was slowly added to 300 ml of stirred concentrated sulfuric acid which had previously been cooled to -5° C. to -10° C. The temperature of the reaction mixture was kept at from 0° C. to -5° C. throughout the controlled addition. After the addition was completed, the mixture was poured into a large excess of ice water. Following the separati...